This data is from the Open Reaction Database (ORD), a public repository of structured organic reaction records. The task is: describe an organic reaction: reactants, conditions, products, and yield Starting materials: Cl (hydrochloric acid), [H-].[Na+] (Sodium hydride), ClC1=CC=C(CN2C(C=C(C3=CC(=CC=C23)[N+](=O)[O-])CC(=O)O)=O)C=C1 (1-(4-chlorobenzyl)-1,2-dihydro-6-nitro-2-oxoquinol-4-ylacetic acid), ice water. Solvent: C(C)(=O)O (acetic acid). Conditions: temperature 90 celsius, time 70 minute. Product: NC=1C=C2C(=CC(N(C2=CC1)CC1=CC=C(C=C1)Cl)=O)CC(=O)O (6-amino-1-(4-chlorobenzyl)-1,2-dihydro-2-oxoquinol-4-ylacetic acid). Yield: 52.0%. Reaction SMILES: [H-].[Na+].[Cl:3][C:4]1[CH:28]=[CH:27][C:7]([CH2:8][N:9]2[C:18]3[C:13](=[CH:14][C:15]([N+:19]([O-])=O)=[CH:16][CH:17]=3)[C:12]([CH2:22][C:23]([OH:25])=[O:24])=[CH:11][C:10]2=[O:26])=[CH:6][CH:5]=1.Cl>C(O)(=O)C>[NH2:19][C:15]1[CH:14]=[C:13]2[C:18](=[CH:17][CH:16]=1)[N:9]([CH2:8][C:7]1[CH:27]=[CH:28][C:4]([Cl:3])=[CH:5][CH:6]=1)[C:10](=[O:26])[CH:11]=[C:12]2[CH2:22][C:23]([OH:25])=[O:24] |f:0.1|. Procedure: Iron powder (18g.) was added over 40 minutes to a stirred solution of 1-(4-chlorobenzyl)-1,2-dihydro-6-nitro-2-oxoquinol-4-ylacetic acid (13g.) in 50% v/v aqueous acetic acid (200 ml.) at 90° C. When the addition was completed, the mixture was stirred a further 70 minutes at 90° C. and then poured into an ice-water mixture (700 ml.). The mixture was adjusted to pH 1 with hydrochloric acid, and then filtered. The filtrate was adjusted to pH 6 with ammonium hydroxide solution, and the resulting mi... Reported procedure: According to the synthesis of 1-hydroxy-1-methylethyl(diisopropyl)methylsilane (Example 7), cyclopropyl(1-hydroxy-1-methylethyl)(diisopropyl)silane was prepared from dichloro(diisopropyl)silane (5.00 g, 27.0 mmol), ethoxyvinyl lithium (prepared from ethyl vinyl ether (2.17 g, 30.1 mmol) and tert-butyl lithium (1.9 M in pentane, 14.2 ml, 27.0 mmol) in THF (40 ml)) and cyclopropyl lithium (prepared according to Example 1 from bromocyclopropane (3.59 g, 29.7 mmol) and lithium (412 mg, 59.4 mmol) in... The reactants are OC[Si](C(C)C)(C(C)C)C(C)C (1-hydroxy-1-methylethyl(diisopropyl)methylsilane), C1(CC1)[Si](C(C)C)(C(C)C)C(C)(C)O (cyclopropyl(1-hydroxy-1-methylethyl)(diisopropyl)silane), Cl[Si](C(C)C)(C(C)C)Cl (dichloro(diisopropyl)silane), C(C)OC=C[Li] (ethoxyvinyl lithium), C1(CC1)[Li] (cyclopropyl lithium), C1(CC1)[Si](C(C)C)(C(C)C)C(=C)OCC (cyclopropyl(1-ethoxyvinyl)(diisopropyl)silane). Run in CC(=O)C (acetone). Product: C(C)(=O)[Si](C(C)C)(C(C)C)C1CC1 (acetyl(cyclopropyl)(diisopropyl)silane). RXN SMILES: OC[Si](C(C)C)(C(C)C)C(C)C.[CH:13]1([Si:16]([C:23]([OH:26])(C)[CH3:24])([CH:20]([CH3:22])[CH3:21])[CH:17]([CH3:19])[CH3:18])[CH2:15][CH2:14]1.Cl[Si](Cl)(C(C)C)C(C)C.C(OC=C[Li])C.C1([Li])CC1.C1([Si](C(OCC)=C)(C(C)C)C(C)C)CC1>CC(C)=O>[C:23]([Si:16]([CH:13]1[CH2:15][CH2:14]1)([CH:20]([CH3:21])[CH3:22])[CH:17]([CH3:18])[CH3:19])(=[O:26])[CH3:24]. The yield is 39.0%. The reactants are O=C([O-])O, CC#N, CO, O=C(Cl)CCl, Nc1ccccc1O, [Na+], O. Yields the product O=C(CCl)Nc1ccccc1O. Reaction SMILES: [C:9](=[O:10])([OH:11])[O-:12].[CH3:14][C:15]#[N:16].[CH3:22][OH:23].[Cl:17][CH2:18][C:19](=[O:20])[Cl:21].[NH2:1][c:2]1[cH:3][cH:4][cH:5][cH:6][c:7]1[OH:8].[Na+:13].[OH2:24]>>[NH:1]([c:2]1[cH:3][cH:4][cH:5][cH:6][c:7]1[OH:8])[C:19]([CH2:18][Cl:17])=[O:20]. Starting materials: BrC=1SC=C(N1)CI (2-bromo-4-(iodomethyl)thiazole), [C-]#N.[Na+] (sodium cyanide). The solvent is C(C)OCC.O (diethyl ether water), CS(=O)C (DMSO). Run at time 40 minute. The product is BrC=1SC=C(N1)CC#N (2-(2-bromothiazol-4-yl)ethanenitrile). Yield: 85.1%. As a reaction SMILES: [Br:1][C:2]1[S:3][CH:4]=[C:5]([CH2:7]I)[N:6]=1.[C-:9]#[N:10].[Na+]>CS(C)=O.C(OCC)C.O>[Br:1][C:2]1[S:3][CH:4]=[C:5]([CH2:7][C:9]#[N:10])[N:6]=1 |f:1.2,4.5|. Procedure: A solution of 2-bromo-4-(iodomethyl)thiazole (2.11 g, 6.942 mmol) in DMSO (15 mL) under nitrogen was treated with sodium cyanide (345.0 mg, 7.039 mmol) and allowed to stir for 40 minutes. The reaction was diluted with diethyl ether/water and the layers separated, the aqueous was extracted further with ether (2×) and the combined organics washed with brine, dried (Na2SO4), filtered and concentrated. The resultant residue was purified by column chromatography (3:1 Petroleum ether/EtOAc) to afford ... Reactants: Cl.ClCCCN(CCCC)CCCC (1-chloro-3-(di-n-butylamino)-propane hydrochloride), N (ammonia). Reaction conditions: time 15 minute. Product: ClCCCN(CCCC)CCCC (1-Chloro-3-(di-n-butylamino)-propane). Reaction SMILES: Cl.[Cl:2][CH2:3][CH2:4][CH2:5][N:6]([CH2:11][CH2:12][CH2:13][CH3:14])[CH2:7][CH2:8][CH2:9][CH3:10].N>>[Cl:2][CH2:3][CH2:4][CH2:5][N:6]([CH2:11][CH2:12][CH2:13][CH3:14])[CH2:7][CH2:8][CH2:9][CH3:10] |f:0.1|. Reported procedure: 18.6 g of 68.4% 1-chloro-3-(di-n-butylamino)-propane hydrochloride (52.6 mmol) are placed in an equipped reactor and then 9.97 g of a 20% aqueous ammonia solution (56.9 mmol) are added at 20° C. The mixture is stirred for 15 minutes, and then the phases are decanted off and separated: the bottom phase consists of 1-chloro-3-(di-n-butylamino)-propane in the form of a free base. This phase is washed with 10 ml of water and 9.99 g of 1-chloro-3-(di-n-butylamino)-propane are thus isolated. Reactants: C(C1=CC=CC=C1)C1(CCN(CC1)CCNC(=O)NC1=CC(=NC=C1)N(CC=C)CC=C)O (1-[2-(4-benzyl-4-hydroxy-piperidin-1-yl)-ethyl]-3-(2-diallylamino-pyridin-4-yl)-urea), amines, C1CC(=O)[C@H]2[C@@H]([C@H]1C[C@@H](C(=O)O)N)O2 (Anticapsin), N[C@@H](CC1=CC=C(C=C1)O)C(=O)O (L-Tyrosine). The product is NC1=NC=CC(=C1)NC(=O)NCCN1CCC(CC1)(O)CC1=CC=CC=C1 (1-(2-Amino-pyridin-4-yl)-3-[2-(4-benzyl-4-hydroxy-piperidin-1-yl)-ethyl]-urea). RXN SMILES: [CH2:1]([C:8]1([OH:33])[CH2:13][CH2:12][N:11]([CH2:14][CH2:15][NH:16][C:17]([NH:19][C:20]2[CH:25]=[CH:24][N:23]=[C:22]([N:26](CC=C)CC=C)[CH:21]=2)=[O:18])[CH2:10][CH2:9]1)[C:2]1[CH:7]=[CH:6][CH:5]=[CH:4][CH:3]=1.C1[C@H](C[C@H](N)C(O)=O)[C@H]2O[C@H]2C(=O)C1.N[C@H](C(O)=O)CC1C=CC(O)=CC=1>>[NH2:26][C:22]1[CH:21]=[C:20]([NH:19][C:17]([NH:16][CH2:15][CH2:14][N:11]2[CH2:12][CH2:13][C:8]([CH2:1][C:2]3[CH:7]=[CH:6][CH:5]=[CH:4][CH:3]=3)([OH:33])[CH2:9][CH2:10]2)=[O:18])[CH:25]=[CH:24][N:23]=1. Reported procedure: The compound is prepared from 1-[2-(4-benzyl-4-hydroxy-piperidin-1-yl)-ethyl]-3-(2-diallylamino-pyridin-4-yl)-urea (Example 445.) using the method described in Laguzza B. C., Ganem B., “A new protecting group for amines. Synthesis of Anticapsin from L-Tyrosine”, Tetrahedron Lett. (1981) 22, 1483-1486. Starting materials: O\N=C\C1=CC=C(N2C=CC=C12)C(=O)OCC ((E)-ethyl 8-((hydroxyimino)methyl)indolizine-5-carboxylate), C(C)(=O)O.C(C)(=O)O.IC1=CC=CC=C1 (iodobenzene diacetate), C(C)(=O)OI(OC(C)=O)C1=CC=CC=C1 (PhI(OAc)2), ClC1=CC(=CC(=C1)C(=C)C(F)(F)F)Cl (1,3-dichloro-5-(3,3,3-trifluoroprop-1-en-2-yl)benzene). Run in C1CCOC1 (THF), C1CCOC1 (THF). Conditions: time 1 hour. Product: ClC=1C=C(C=C(C1)Cl)C1(CC(=NO1)C1=CC=C(N2C=CC=C12)C(=O)OCC)C(F)(F)F (ethyl 8-(5-(3,5-dichlorophenyl)-5-(trifluoromethyl)-4,5-dihydroisoxazol-3-yl)indolizine-5-carboxylate). The yield is 23.1%. As a reaction SMILES: [OH:1]/[N:2]=[CH:3]/[C:4]1[C:12]2[N:8]([CH:9]=[CH:10][CH:11]=2)[C:7]([C:13]([O:15][CH2:16][CH3:17])=[O:14])=[CH:6][CH:5]=1.C(O)(=O)C.C(O)(=O)C.IC1C=CC=CC=1.C(OI(C1C=CC=CC=1)OC(=O)C)(=O)C.[Cl:48][C:49]1[CH:54]=[C:53]([C:55]([C:57]([F:60])([F:59])[F:58])=[CH2:56])[CH:52]=[C:51]([Cl:61])[CH:50]=1>C1COCC1>[Cl:48][C:49]1[CH:54]=[C:53]([C:55]2([C:57]([F:60])([F:58])[F:59])[O:1][N:2]=[C:3]([C:4]3[C:12]4[N:8]([CH:9]=[CH:10][CH:11]=4)[C:7]([C:13]([O:15][CH2:16][CH3:17])=[O:14])=[CH:6][CH:5]=3)[CH2:56]2)[CH:52]=[C:51]([Cl:61])[CH:50]=1 |f:1.2.3|. Procedure: A solution of crude (E)-ethyl 8-((hydroxyimino)methyl)indolizine-5-carboxylate (0.46 mmol) in THF (5 mL) was added slowly to a stirred solution of iodobenzene diacetate, (PhI(OAc)2, DIB, 296 mg, 0.92 mmol) and 1,3-dichloro-5-(3,3,3-trifluoroprop-1-en-2-yl)benzene (222 mg, 0.92 mmol) in THF (10 mL) at rt. The mixture was stirred for 1 h at rt. The solvent was removed under reduced pressure and the crude product was purified by prep-TLC and then combiflash to give ethyl 8-(5-(3,5-dichlorophenyl)-5...